This data is from the Open Reaction Database (ORD), a public repository of structured organic reaction records. The task is: describe an organic reaction: reactants, conditions, products, and yield The reactants are C(C=C)N1C(=O)C2C(CC=CC2)C1=O (N-allyl-4-cyclohexene-1,2-dicarboximide), NCP(O)(O)=O (aminomethylphosphonic acid), O.OO (hydrogen peroxide water). Reagents/catalysts: S(=O)(=O)(O)[O-].C[N+](CCCCCCCC)(CCCCCCCC)CCCCCCCC (methyltrioctylammonium hydrogensulfate), O.O.[O-][W](=O)(=O)[O-].[Na+].[Na+] (sodium tungstate dihydrate). Conditions: time 4 hour. Product: O1C2CC3C(CC21)C(=O)N(C3=O)CC=C (4,5-epoxy-N-allylcyclohexane-1,2-dicarboximide). The yield is 1000.2%. Reaction SMILES: [CH2:1]([N:4]1[C:13](=[O:14])[CH:8]2[CH2:9][CH:10]=[CH:11][CH2:12][CH:7]2[C:5]1=[O:6])[CH:2]=[CH2:3].NCP(=O)(O)[OH:18].O.OO>S([O-])(O)(=O)=O.C[N+](CCCCCCCC)(CCCCCCCC)CCCCCCCC.O.O.[O-][W]([O-])(=O)=O.[Na+].[Na+]>[O:18]1[CH:11]2[CH:10]1[CH2:9][CH:8]1[C:13](=[O:14])[N:4]([CH2:1][CH:2]=[CH2:3])[C:5](=[O:6])[CH:7]1[CH2:12]2 |f:2.3,4.5,6.7.8.9.10|. Reported procedure: In a 50 mL three-necked flask equipped with stirrer, dropping funnel and Dimroth condenser tube there were charged 5.15 g of N-allyl-4-cyclohexene-1,2-dicarboximide, 0.23 g of methyltrioctylammonium hydrogensulfate, 0.22 g of sodium tungstate dihydrate and 0.03 g of aminomethylphosphonic acid. The mixture was heated using an oil bath kept at 90° C., and after adding 4 ml of 30% hydrogen peroxide water dropwise over a period of 30 minutes through a dropping funnel, the mixture was aged for 4 hour... Reactants: C(C)(=O)OC1=CC=C(C=O)C=C1 (p-acetoxy benzaldehyde), C1(=CC=CC=C1)P(C1=CC=CC=C1)C1=CC=CC=C1.CBr (methyl bromide triphenylphosphine). Product: C(C)(=O)OC1=CC=C(C=C)C=C1 (p-acetoxystyrene). RXN SMILES: [C:1]([O:4][C:5]1[CH:12]=[CH:11][C:8]([CH:9]=O)=[CH:7][CH:6]=1)(=[O:3])[CH3:2].[C:13]1(P(C2C=CC=CC=2)C2C=CC=CC=2)C=CC=CC=1.CBr>>[C:1]([O:4][C:5]1[CH:12]=[CH:11][C:8]([CH:9]=[CH2:13])=[CH:7][CH:6]=1)(=[O:3])[CH3:2] |f:1.2|. Procedure: Polymer, 24, 995 (1983) discloses a method in which p-acetoxy benzaldehyde is subjected to the Wittig reaction where the compound is reacted to methyl bromide triphenylphosphine to obtain p-acetoxystyrene. Starting materials: C(C#C)[C@@H]1C[C@H]2[C@@H]3CCC([C@@]3(C)CC[C@@H]2[C@]2(CCC(C=C12)=O)C)=O (6β-Propargyl-4-androstene-3,17-dione), ClC1=C(C(C(=C(C1=O)C#N)C#N)=O)Cl (dichlorodicyanobenzoquinone), ClCCl (dichloromethane). Run in O1CCOCC1 (dioxane). Run at time 6 hour. Yields the product C(C#C)[C@@H]1C[C@H]2[C@@H]3CCC([C@@]3(C)CC[C@@H]2[C@]2(C=CC(C=C12)=O)C)=O (6β-Propargyl-1,4-androstadiene-3,17-dione). Isolated yield 58.9%. As a reaction SMILES: [CH2:1]([C@H:4]1[C:21]2[C@:16]([CH3:23])([CH2:17][CH2:18][C:19](=[O:22])[CH:20]=2)[C@@H:15]2[C@H:6]([C@H:7]3[C@@:11]([CH2:13][CH2:14]2)([CH3:12])[C:10](=[O:24])[CH2:9][CH2:8]3)[CH2:5]1)[C:2]#[CH:3].ClC1C(=O)C(C#N)=C(C#N)C(=O)C=1Cl.ClCCl>O1CCOCC1>[CH2:1]([C@H:4]1[C:21]2[C@:16]([CH3:23])([CH:17]=[CH:18][C:19](=[O:22])[CH:20]=2)[C@@H:15]2[C@H:6]([C@H:7]3[C@@:11]([CH2:13][CH2:14]2)([CH3:12])[C:10](=[O:24])[CH2:9][CH2:8]3)[CH2:5]1)[C:2]#[CH:3]. Procedure details: To a solution of 6β-propargyl-4-androstene-3,17-dione (1) (160 mg, 0.5 mmol) in dry dioxane (30 mL) was added dichlorodicyanobenzoquinone (DDQ, 150 mg, 0.6 mmol), and the reaction mixture was refluxed with stirring for 6 hours. Dilution with 30 mL dichloromethane followed by washing (1% NaOH, water), drying and evaporation in vacuo, gave 125 mg of crude product. The residue was purified by chromatography over silica gel and the product was recrystallized from acetone/hexane to give 95 mg (60% yi...